describe an organic reaction: reactants, conditions, products, and yield From a dataset of the Open Reaction Database (ORD), a public repository of structured organic reaction records. Reactants: LiOHH2O, Cl (HCl), COC(CCC=1C(N(CC1)CC1=C(C=C(C=C1)OC)OC)=O)=O (3-[1-(2,4-dimethoxy benzyl)-2-oxo-2,5-dihydro-1H-pyrrol-3-yl]-propionic acid methyl ester). Procedure: 10.8 mg of LiOHH2O solution (0.25 mM) was added to 0.86 ml of THF solution containing 55 mg of 3-[1-(2,4-dimethoxy benzyl)-2-oxo-2,5-dihydro-1H-pyrrol-3-yl]-propionic acid methyl ester (0.17 mM) in a dropwise manner at 0° C. The reaction mixture was stirred for 2 hrs at 0° C. adjust pH 1 with 5% HCl was added to the mixture to pH 1. Then the mixture was extracted three times with 10 ml of ethyl acetate, the organic layer was washed with 15 ml of saturated NaCl solution, dried over anhydrous MgSO... Solvent: C1CCOC1 (THF). RXN SMILES: C[O:2][C:3](=[O:23])[CH2:4][CH2:5][C:6]1[C:7](=[O:22])[N:8]([CH2:11][C:12]2[CH:17]=[CH:16][C:15]([O:18][CH3:19])=[CH:14][C:13]=2[O:20][CH3:21])[CH2:9][CH:10]=1.Cl>C1COCC1>[CH3:21][O:20][C:13]1[CH:14]=[C:15]([O:18][CH3:19])[CH:16]=[CH:17][C:12]=1[CH2:11][N:8]1[CH2:9][CH:10]=[C:6]([CH2:5][CH2:4][C:3]([OH:23])=[O:2])[C:7]1=[O:22]. Product: COC1=C(CN2C(C(=CC2)CCC(=O)O)=O)C=CC(=C1)OC (3-[1-(2,4-dimethoxy-benzyl)-2-oxo-2,5-dihydro-1H-pyrrol-3-yl]-propionic acid), 160. Isolated yield 80.0%. Conditions: temperature 0 celsius, time 2 hour. The reactants are Clc1ncnc2c1c(Nc1ccccc1)nn2Cc1ccccc1, CCO, Nc1ccccc1. Product: c1ccc(Cn2nc(Nc3ccccc3)c3c(Nc4ccccc4)ncnc32)cc1. Reaction SMILES: [CH2:1]([c:2]1[cH:3][cH:4][cH:5][cH:6][cH:7]1)[n:8]1[n:9][c:10]([NH:18][c:19]2[cH:20][cH:21][cH:22][cH:23][cH:24]2)[c:11]2[c:12]1[n:13][cH:14][n:15][c:16]2[Cl:17].[CH3:32][CH2:33][OH:34].[NH2:25][c:26]1[cH:27][cH:28][cH:29][cH:30][cH:31]1>>[CH2:1]([c:2]1[cH:3][cH:4][cH:5][cH:6][cH:7]1)[n:8]1[n:9][c:10]([NH:18][c:19]2[cH:20][cH:21][cH:22][cH:23][cH:24]2)[c:11]2[c:12]1[n:13][cH:14][n:15][c:16]2[NH:25][c:26]1[cH:27][cH:28][cH:29][cH:30][cH:31]1. Reactants: ClC=1C=C(C=CC(=O)O)C=CC1Cl (3,4-Dichlorocinnamic acid), COS(=O)(=O)OC (dimethylsulphate), C([O-])([O-])=O.[K+].[K+] (potassium carbonate). The solvent is CC(=O)C (acetone). Yields the product ClC=1C=C(C=CC(=O)OC)C=CC1Cl (methyl 3,4-dichlorocinnamate). Yield: 57.9%. RXN SMILES: [Cl:1][C:2]1[CH:3]=[C:4]([CH:10]=[CH:11][C:12]=1[Cl:13])[CH:5]=[CH:6][C:7]([OH:9])=[O:8].[CH3:14]OS(OC)(=O)=O.C(=O)([O-])[O-].[K+].[K+]>CC(C)=O>[Cl:1][C:2]1[CH:3]=[C:4]([CH:10]=[CH:11][C:12]=1[Cl:13])[CH:5]=[CH:6][C:7]([O:9][CH3:14])=[O:8] |f:2.3.4|. Procedure details: 3,4-Dichlorocinnamic acid (6.5g) (Ex.Aldrich), dimethylsulphate (3.77 g), potassium carbonate (4.13 g) and anhydrous acetone heated together under reflux. After cooling and filtration the acetone was removed and the residue recrystallised (80:20-hexane: ether) to give methyl 3,4-dichlorocinnamate as a colourless solid (4 g). The reactants are COC(C)CCBr, [Cl-], ClCCCl, O=C1C2=NCCCN2c2cc(Cl)ccc21, [Mg], [NH4+]. Product: COC(C)CCC1(O)C2=NCCCN2c2cc(Cl)ccc21. RXN SMILES: [Br:1][CH2:2][CH2:3][CH:4]([CH3:5])[O:6][CH3:7].[Cl-:24].[Cl:26][CH2:27][CH2:28][Cl:29].[Cl:9][c:10]1[cH:11][cH:12][c:13]2[c:17]([cH:18]1)[N:16]1[C:15](=[N:22][CH2:21][CH2:20][CH2:19]1)[C:14]2=[O:23].[Mg:8].[NH4+:25]>>[CH2:2]([CH2:3][CH:4]([CH3:5])[O:6][CH3:7])[C:14]1([OH:23])[c:13]2[cH:12][cH:11][c:10]([Cl:9])[cH:18][c:17]2[N:16]2[C:15]1=[N:22][CH2:21][CH2:20][CH2:19]2. Reactants: COCCCCC1(N(C)C)CCC2(CC1)OCCO2, Cl, O. The product is COCCCCC1(N(C)C)CCC(=O)CC1. Reaction SMILES: [CH3:1][O:2][CH2:3][CH2:4][CH2:5][CH2:6][C:7]1([N:17]([CH3:18])[CH3:19])[CH2:8][CH2:9][C:10]2([O:11][CH2:14][CH2:13][O:12]2)[CH2:15][CH2:16]1.[ClH:20].[OH2:21]>>[CH3:1][O:2][CH2:3][CH2:4][CH2:5][CH2:6][C:7]1([N:17]([CH3:18])[CH3:19])[CH2:8][CH2:9][C:10](=[O:11])[CH2:15][CH2:16]1. The reactants are CC(=O)C (acetone), CC1=C(C(=CC(=C1)C(F)(F)F)[N+](=O)[O-])NC(C(=O)OCC)=O (ethyl N-(2-methyl-6-nitro-4-trifluoromethylphenyl)oxamate), CC(=O)C (acetone). The reagents and catalysts are [Cl-].[Cl-].[Cl-].[Ti+3] (titanium trichloride), [Cl-].[Cl-].[Cl-].[Ti+3] (titanium trichloride). Run in Cl (hydrochloric acid), Cl (hydrochloric acid), O (water). Conditions: temperature 0 celsius, time 16 hour. Yields the product FC(C1=CC(=C2NC(C(NC2=C1)=O)=O)C)(F)F (7-Trifluoromethyl-5-methyl-1,4-dihydroquinoxaline-2,3-dione). As a reaction SMILES: CC(C)=O.[CH3:5][C:6]1[CH:11]=[C:10]([C:12]([F:15])([F:14])[F:13])[CH:9]=[C:8]([N+:16]([O-])=O)[C:7]=1[NH:19][C:20](=[O:26])[C:21](OCC)=[O:22]>Cl.O.[Cl-].[Cl-].[Cl-].[Ti+3]>[F:13][C:12]([F:15])([F:14])[C:10]1[CH:9]=[C:8]2[C:7]([NH:19][C:20](=[O:26])[C:21](=[O:22])[NH:16]2)=[C:6]([CH3:5])[CH:11]=1 |f:4.5.6.7|. Reported procedure: 355 ml of a 15% titanium trichloride solution in aqueous hydrochloric acid are dissolved in 850 ml of water and 850 ml of acetone under a nitrogen atmosphere at 0° C. A solution of 35.5 g (110.8 mmol) of ethyl N-(2-methyl-6-nitro-4-trifluoromethylphenyl)oxamate in 1.7 1 of acetone is slowly added dropwise. The resulting violet solution is stirred at 0° C. for 16 hours. 15% titanium trichloride solution in aqueous hydrochloric acid is then added until, according to 1H-NMR analysis, starting mater...